Dataset: the Open Reaction Database (ORD), a public repository of structured organic reaction records. Task: describe an organic reaction: reactants, conditions, products, and yield Reactants: IC1=NC=CC=N1 (2-iodopyrimidine), C(C)OC(C(F)(F)Br)=O (bromo-difluoro-acetic acid ethyl ester). Reagents/catalysts: [Cu] (copper bronze). Solvent: CS(=O)C (DMSO). Conditions: time 1 hour. Yields the product C(C)OC(C(C1=NC=CC=N1)(F)F)=O (Difluoro-pyrimidin-2-yl-acetic Acid Ethyl Ester), precipitate. The yield is 20.0%. As a reaction SMILES: [CH2:1]([O:3][C:4](=[O:9])[C:5](Br)([F:7])[F:6])[CH3:2].I[C:11]1[N:16]=[CH:15][CH:14]=[CH:13][N:12]=1>[Cu].CS(C)=O>[CH2:1]([O:3][C:4](=[O:9])[C:5]([F:7])([F:6])[C:11]1[N:16]=[CH:15][CH:14]=[CH:13][N:12]=1)[CH3:2]. Reported procedure: A mixture of copper bronze (Aldrich) (5.88 g, 92.5 mmol), DMSO (10 mL), and bromo-difluoro-acetic acid ethyl ester (Advanced Synthesis Technologies) (6.46 mL, 50.4 mmol) was evacuated and flushed with argon three times, and was then stirred at rt for 1 h. Upon standing, the supernatant was dark green. Solid 2-iodopyrimidine (8.76 g, 42.5 mmol) (J. Org. Chem. 67:6550, 2002) was then added, the flask was again evacuated and flushed with argon three times, and stirred at rt for 14 h (mild initial w... Reactants: NC1=NC=CC(=C1)SC1=CC=CC=C1 (2-amino 4-phenylthio pyridine), C(N)(OC(C(Cl)C)=O)=O (methylchloroacetyl carbamate), CN(P(=O)(N(C)C)N(C)C)C (hexamethylphosphoramide). Yields the product COC(=O)NC=1N=C2N(C=CC(=C2)SC2=CC=CC=C2)C1 (2(methoxycarbonylamino) 7-(phenylthio) imidazo [1,2-a] pyridine). Reaction SMILES: N[C:2]1[CH:7]=[C:6]([S:8][C:9]2[CH:14]=[CH:13][CH:12]=[CH:11][CH:10]=2)[CH:5]=[CH:4][N:3]=1.[C:15](=[O:23])([O:17][C:18](=O)C(C)Cl)[NH2:16].CN(C)P([N:31]([CH3:33])[CH3:32])(N(C)C)=O>>[CH3:18][O:17][C:15]([NH:16][C:2]1[N:3]=[C:4]2[CH:5]=[C:6]([S:8][C:9]3[CH:14]=[CH:13][CH:12]=[CH:11][CH:10]=3)[CH:7]=[CH:33][N:31]2[CH:32]=1)=[O:23]. Procedure details: A mixture of 2-amino 4-phenylthio pyridine, 1.0 g. (0.00494 mole) and 0.82 g. of methylchloroacetyl carbamate are heated in hexamethylphosphoramide following the procedures of Example 5 to yield 2(methoxycarbonylamino) 7-(phenylthio) imidazo [1,2-a] pyridine, m.p. 221°-223° C.